This data is from the Open Reaction Database (ORD), a public repository of structured organic reaction records. The task is: describe an organic reaction: reactants, conditions, products, and yield Starting materials: C1(=CC=CC=C1)CCCC(CCCC1=CC=CC=C1)NC(=O)C1CCN(CC1)C(CNC)=O (1-[(N-methyl)-2-aminoacetyl]-piperidine-4-carboxylic acid [4-phenyl-1-(3-phenyl-propyl)-butyl]-amide), O1[C@H](C1)COC1=C2C=CC=NC2=CC=C1 ((R)-5-oxiranylmethoxy-quinoline). Solvent: C(C)O (ethanol). Product: C1(=CC=CC=C1)CCCC(CCCC1=CC=CC=C1)NC(=O)C1CCN(CC1)C(CN(C)C[C@H](COC1=C2C=CC=NC2=CC=C1)O)=O (1-{N-[2-(R)-hydroxy-3-(quinolin-5-yloxy)-propyl](N-methyl)-2aminoacetyl}-piperidine-4-carboxylic acid [4-phenyl-1-(3-phenyl-propyl)-butyl]-amide). RXN SMILES: [C:1]1([CH2:7][CH2:8][CH2:9][CH:10]([NH:20][C:21]([CH:23]2[CH2:28][CH2:27][N:26]([C:29](=[O:33])[CH2:30][NH:31][CH3:32])[CH2:25][CH2:24]2)=[O:22])[CH2:11][CH2:12][CH2:13][C:14]2[CH:19]=[CH:18][CH:17]=[CH:16][CH:15]=2)[CH:6]=[CH:5][CH:4]=[CH:3][CH:2]=1.[O:34]1[CH2:36][C@@H:35]1[CH2:37][O:38][C:39]1[CH:48]=[CH:47][CH:46]=[C:45]2[C:40]=1[CH:41]=[CH:42][CH:43]=[N:44]2>C(O)C>[C:14]1([CH2:13][CH2:12][CH2:11][CH:10]([NH:20][C:21]([CH:23]2[CH2:28][CH2:27][N:26]([C:29](=[O:33])[CH2:30][N:31]([CH2:36][C@@H:35]([OH:34])[CH2:37][O:38][C:39]3[CH:48]=[CH:47][CH:46]=[C:45]4[C:40]=3[CH:41]=[CH:42][CH:43]=[N:44]4)[CH3:32])[CH2:25][CH2:24]2)=[O:22])[CH2:9][CH2:8][CH2:7][C:1]2[CH:2]=[CH:3][CH:4]=[CH:5][CH:6]=2)[CH:15]=[CH:16][CH:17]=[CH:18][CH:19]=1. Procedure: 1-[(N-methyl)-2-aminoacetyl]-piperidine-4-carboxylic acid [4-phenyl-1-(3-phenyl-propyl)-butyl]-amide (63) (223.5 mg; 0.497 mmol]) is dissolved in ethanol (10 mL) at ambient temperature. (R)-5-Oxiranylmethoxy-quinoline (2) (100.0 mg; 0.497 mmol) is added, then the mixture is refluxed for 17.5 hours. After cooling to ambient temperature, the solution is concentrated in vacuo at 40° C. The residue is purified via silica gel chromatography with gradient elution (50%→100% acetone in hexanes, then 5%→... Starting materials: CN1CCC(CC1)=O (1-Methyl-4-piperidone), O=C1OC[C@@H](N1)CC=1C=C2C=CNC2=CC1 ((S)-5-(2-oxo-1,3-oxazolidin-4-ylmethyl)-1H-indole). Solvent: C(C)(=O)O (acetic acid). The product is CN1CCC(=CC1)C1=CNC2=CC=C(C=C12)C[C@@H]1NC(OC1)=O ((S)-3-(1-Methyl-1,2,3,6-tetrahydro-4-pyridyl)-5-(2-oxo-1,3-oxazolidin-4-ylmethyl)-1H-indole). Yield: 25.5%. Reaction SMILES: [CH3:1][N:2]1[CH2:7][CH2:6][C:5](=O)[CH2:4][CH2:3]1.[O:9]=[C:10]1[NH:14][C@@H:13]([CH2:15][C:16]2[CH:17]=[C:18]3[C:22](=[CH:23][CH:24]=2)[NH:21][CH:20]=[CH:19]3)[CH2:12][O:11]1>C(O)(=O)C>[CH3:1][N:2]1[CH2:7][CH:6]=[C:5]([C:19]2[C:18]3[C:22](=[CH:23][CH:24]=[C:16]([CH2:15][C@H:13]4[CH2:12][O:11][C:10](=[O:9])[NH:14]4)[CH:17]=3)[NH:21][CH:20]=2)[CH2:4][CH2:3]1. Procedure details: 1-Methyl-4-piperidone (0.47 g, Aldrich) was added to a stirred solution of the product from step (b) (0.30 g) in glac. acetic acid (2.0 ml) and the mixture stirred at 100° C. for 2 hours. The cooled mixture was poured onto ice/NH4OH (20 ml) and the resulting solid filtered off. The latter was eluted through a silica column using DCM/EtOH/NH4OH (60:8:1) as eluant and crystallised from ethyl acetate to give the desired product as a colourless solid (0.11 g), mp 225°-227° C., [α]D20 -45.4° (c=0.5, ... Conditions: time 5 minute. RXN SMILES: [CH:1]1([C:7]2[S:21][C:10]3[N:11]=[C:12]([CH3:20])[N:13]=[C:14]([C:15](OCC)=[O:16])[C:9]=3[CH:8]=2)[CH2:6][CH2:5][CH2:4][CH2:3][CH2:2]1.[Cl-].[Ca+2].[Cl-].[BH4-].[Na+].Cl>CCO.C1COCC1>[CH:1]1([C:7]2[S:21][C:10]3[N:11]=[C:12]([CH3:20])[N:13]=[C:14]([CH2:15][OH:16])[C:9]=3[CH:8]=2)[CH2:2][CH2:3][CH2:4][CH2:5][CH2:6]1 |f:1.2.3,4.5|. Starting materials: C1(CCCCC1)C1=CC2=C(N=C(N=C2C(=O)OCC)C)S1 (ethyl 6-cyclohexyl-2-methylthieno[2,3-d]pyrimidine-4-carboxylate), [Cl-].[Ca+2].[Cl-] (calcium chloride), ice water, Cl (hydrochloric acid), [BH4-].[Na+] (NaBH4). Solvent: C1CCOC1 (THF), CCO (EtOH). The product is C1(CCCCC1)C1=CC2=C(N=C(N=C2CO)C)S1 ((6-cyclohexyl-2-methylthieno[2,3-d]pyrimidin-4-yl)methanol). The yield is 50.3%. Procedure details: To a mixture of ethyl 6-cyclohexyl-2-methylthieno[2,3-d]pyrimidine-4-carboxylate (29.3 g), calcium chloride (18 g), and THF (200 mL) was added NaBH4 (5.5 g) in small divided portions at room temperature, and then EtOH (200 mL) was slowly added thereto over 5 minutes, followed by stirring at room temperature for 4 hours. To the reaction mixture was added ice water, followed by stirring, adding 1 M hydrochloric acid until the suspension becomes a solution state, and then extracting with EtOAc. The... Starting materials: solution, B(Br)(Br)Br (boron tribromide), C1(=CC=CC=C1)C=1C=C(C(=C(C#N)C1)[N+](=O)[O-])OC (5-phenyl-methoxy-2-nitrobenzonitrile), C(C)(=O)OCC (ethyl acetate), Heterocyclic. The solvent is ClCCl (dichloromethane), ClCCl (dichloromethane). Reaction conditions: time 3 hour. Yields the product C(#N)C=1C=C(C=CC1[N+](=O)[O-])O (3-Cyano-4-nitrophenol). Isolated yield 96.0%. As a reaction SMILES: C1([C:7]2[CH:8]=[C:9](OC)[C:10]([N+:15]([O-:17])=[O:16])=[C:11]([CH:14]=2)[C:12]#[N:13])C=CC=CC=1.B(Br)(Br)Br.C(OCC)(=[O:26])C>ClCCl>[C:12]([C:11]1[CH:14]=[C:7]([OH:26])[CH:8]=[CH:9][C:10]=1[N+:15]([O-:17])=[O:16])#[N:13]. Reported procedure: To a 0° C. solution of 578 mg (2.28 mmol) 5-phenyl-methoxy-2-nitrobenzonitrile, prepared according to the procedure of E. Elslager, et. al., J. Heterocyclic Chem. 1972, 9, 759-773, in 5 mL of dichloromethane at 0° C. was added 2.6 mL (2.62 mmol, 1.15 equiv) of a 1.0 M solution of boron tribromide in dichloromethane. After the reaction mixture was stirred for 3 h, it was diluted with ethyl acetate, washed sequentially with 1N aqueous sodium hydrogen sulfate solution and saturated aqueous sodium c... Starting materials: CC(C)(C)N(C(=O)[O-])C1(c2ccc(-c3c(-c4ccc(S(C)(=O)=O)cc4)nc4n3-c3cccnc3Nc3ccccc3-4)cc2)CCC1, CO. Yields the product CS(=O)(=O)c1ccc(-c2nc3n(c2-c2ccc(C4(N)CCC4)cc2)-c2cccnc2Nc2ccccc2-3)cc1. RXN SMILES: [C:1]([N:5]([C:2](=[O:3])[O-:4])[C:9]1([c:13]2[cH:14][cH:15][c:16](-[c:19]3[c:20](-[c:37]4[cH:38][cH:39][c:40]([S:43](=[O:44])(=[O:45])[CH3:46])[cH:41][cH:42]4)[n:21][c:22]4[n:23]3-[c:24]3[c:25]([n:33][cH:34][cH:35][cH:36]3)[NH:26][c:27]3[c:28]-4[cH:29][cH:30][cH:31][cH:32]3)[cH:17][cH:18]2)[CH2:10][CH2:11][CH2:12]1)([CH3:6])([CH3:7])[CH3:8].[CH3:47][OH:48]>>[NH2:5][C:9]1([c:13]2[cH:14][cH:15][c:16](-[c:19]3[c:20](-[c:37]4[cH:38][cH:39][c:40]([S:43](=[O:44])(=[O:45])[CH3:46])[cH:41][cH:42]4)[n:21][c:22]4[n:23]3-[c:24]3[c:25]([n:33][cH:34][cH:35][cH:36]3)[NH:26][c:27]3[c:28]-4[cH:29][cH:30][cH:31][cH:32]3)[cH:17][cH:18]2)[CH2:10][CH2:11][CH2:12]1. RXN SMILES: [Cl:1][C:2]1[CH:7]=[CH:6][C:5]([CH:8]([C:14](=O)[CH3:15])[CH:9]([CH3:13])[CH2:10][C:11]#[N:12])=[CH:4][CH:3]=1.[CH3:17][O:18][NH3+:19].[Cl-]>N1C=CC=CC=1>[Cl:1][C:2]1[CH:7]=[CH:6][C:5]([CH:8]([C:14](=[N:19][O:18][CH3:17])[CH3:15])[CH:9]([CH3:13])[CH2:10][C:11]#[N:12])=[CH:4][CH:3]=1 |f:1.2|. Procedure: 4-Chloro-γ-(1-oxoethyl)-β-methylbenzenebutanenitrile (4.4 grams) and methoxyamine.HCl (3.7 grams) in 80 ml of pyridine were stirred at ambient temperature. The mixture was then poured into ice containing sufficient concentrated HCl to neutralize the pyridine, stirred, and extracted with dichloromethane. The resulting dichloromethane solution was washed with water and a saturated solution of sodium chloride and was then dried over magnesium sulfate. Filtering and stripping resulted in a clear col... Reactants: ClC1=CC=C(C=C1)C(C(CC#N)C)C(C)=O (4-Chloro-γ-(1-oxoethyl)-β-methylbenzenebutanenitrile), CO[NH3+].[Cl-] (methoxyamine.HCl). The solvent is N1=CC=CC=C1 (pyridine), N1=CC=CC=C1 (pyridine). Product: ClC1=CC=C(C=C1)C(C(CC#N)C)C(C)=NOC (4-CHLORO-γ-[1-(METHOXYIMINO)ETHYL]-β-METHYLBENZENEBUTANENITRILE). Reactants: CC(=O)c1c(C)c(Br)n(COCC[Si](C)(C)C)c1C, CCB(CC)c1ccncc1, Cc1ccccc1, [K+], [OH-], c1ccc(P(c2ccccc2)(c2ccccc2)[Pd](P(c2ccccc2)(c2ccccc2)c2ccccc2)(P(c2ccccc2)(c2ccccc2)c2ccccc2)P(c2ccccc2)(c2ccccc2)c2ccccc2)cc1. Yields the product CC(=O)c1c(C)c(-c2ccncc2)n(COCC[Si](C)(C)C)c1C. Reaction SMILES: [C:1]([CH3:2])(=[O:3])[c:4]1[c:5]([CH3:19])[n:6]([CH2:11][O:12][CH2:13][CH2:14][Si:15]([CH3:16])([CH3:17])[CH3:18])[c:7]([Br:10])[c:8]1[CH3:9].[CH2:20]([B:21]([CH2:22][CH3:29])[c:23]1[cH:24][cH:25][n:26][cH:27][cH:28]1)[CH3:30].[CH3:33][c:34]1[cH:35][cH:36][cH:37][cH:38][cH:39]1.[K+:32].[OH-:31].[cH:40]1[cH:41][cH:42][c:43]([P:44]([Pd:45]([P:46]([c:47]2[cH:48][cH:49][cH:50][cH:51][cH:52]2)([c:53]2[cH:54][cH:55][cH:56][cH:57][cH:58]2)[c:59]2[cH:60][cH:61][cH:62][cH:63][cH:64]2)([P:65]([c:66]2[cH:67][cH:68][cH:69][cH:70][cH:71]2)([c:72]2[cH:73][cH:74][cH:75][cH:76][cH:77]2)[c:78]2[cH:79][cH:80][cH:81][cH:82][cH:83]2)[P:84]([c:85]2[cH:86][cH:87][cH:88][cH:89][cH:90]2)([c:91]2[cH:92][cH:93][cH:94][cH:95][cH:96]2)[c:97]2[cH:98][cH:99][cH:100][cH:101][cH:102]2)([c:103]2[cH:104][cH:105][cH:106][cH:107][cH:108]2)[c:109]2[cH:110][cH:111][cH:112][cH:113][cH:114]2)[cH:115][cH:116]1>>[C:1]([CH3:2])(=[O:3])[c:4]1[c:5]([CH3:19])[n:6]([CH2:11][O:12][CH2:13][CH2:14][Si:15]([CH3:16])([CH3:17])[CH3:18])[c:7](-[c:23]2[cH:24][cH:25][n:26][cH:27][cH:28]2)[c:8]1[CH3:9].